The task is: describe an organic reaction: reactants, conditions, products, and yield. This data is from the Open Reaction Database (ORD), a public repository of structured organic reaction records. The reactants are CCOC(=O)C1=C(O)c2ccc3ccccc3c2S(=O)(=O)N1, CI. Product: CCOC(=O)C1=C(O)c2ccc3ccccc3c2S(=O)(=O)N1C. Reaction SMILES: [CH2:1]([CH3:2])[O:3][C:4](=[O:5])[C:6]1=[C:11]([OH:12])[c:10]2[c:9]([c:20]3[c:15]([cH:14][cH:13]2)[cH:16][cH:17][cH:18][cH:19]3)[S:8](=[O:21])(=[O:22])[NH:7]1.[CH3:23][I:24]>>[CH2:1]([CH3:2])[O:3][C:4](=[O:5])[C:6]1=[C:11]([OH:12])[c:10]2[c:9]([c:20]3[c:15]([cH:14][cH:13]2)[cH:16][cH:17][cH:18][cH:19]3)[S:8](=[O:21])(=[O:22])[N:7]1[CH3:23]. The reactants are CCOC(C)=O, CCNc1cccnc1N(CC)CC1CCNCC1, CCCCCC, O=C(O)c1ccc[nH]1. Product: CCNc1cccnc1N(CC)CC1CCN(C(=O)c2ccc[nH]2)CC1. As a reaction SMILES: [C:34]([O:35][CH2:36][CH3:37])(=[O:38])[CH3:39].[CH2:9]([CH3:10])[N:11]([c:12]1[n:13][cH:14][cH:15][cH:16][c:17]1[NH:18][CH2:19][CH3:20])[CH2:21][CH:22]1[CH2:23][CH2:24][NH:25][CH2:26][CH2:27]1.[CH3:28][CH2:29][CH2:30][CH2:31][CH2:32][CH3:33].[OH:1][C:2](=[O:3])[c:4]1[cH:5][cH:6][cH:7][nH:8]1>>[C:2](=[O:3])([c:4]1[cH:5][cH:6][cH:7][nH:8]1)[N:25]1[CH2:24][CH2:23][CH:22]([CH2:21][N:11]([CH2:9][CH3:10])[c:12]2[n:13][cH:14][cH:15][cH:16][c:17]2[NH:18][CH2:19][CH3:20])[CH2:27][CH2:26]1. Reactants: COCC=1OC=CC(C1OCC1=CC=CC=C1)=O (2-methoxymethyl-3-benzyloxy-pyran-4(1H)-one), O (water), C(C)N (ethylamine), [OH-].[Na+] (sodium hydroxide). Solvent: C(C)O (ethanol). Conditions: temperature 70 celsius, time 8 hour. The product is C(C)N1C(=C(C(C=C1)=O)OCC1=CC=CC=C1)COC (1-Ethyl-2-methoxymethyl-3-benzyloxy-pyridin-4(1H)-one). The yield is 75.0%. As a reaction SMILES: [CH3:1][O:2][CH2:3][C:4]1O[CH:6]=[CH:7][C:8](=[O:18])[C:9]=1[O:10][CH2:11][C:12]1[CH:17]=[CH:16][CH:15]=[CH:14][CH:13]=1.O.[CH2:20]([NH2:22])[CH3:21].[OH-].[Na+]>C(O)C>[CH2:20]([N:22]1[CH:6]=[CH:7][C:8](=[O:18])[C:9]([O:10][CH2:11][C:12]2[CH:13]=[CH:14][CH:15]=[CH:16][CH:17]=2)=[C:4]1[CH2:3][O:2][CH3:1])[CH3:21] |f:3.4|. Procedure: To a solution of 2-methoxymethyl-3-benzyloxy-pyran-4(1H)-one (2.46 g, 10 mmol, 1 eq.) in ethanol (10 ml)/water (10 ml) was added 1.93 g (30 mmol, 3 eq.) of 70% aqueous ethylamine followed by 2N sodium hydroxide solution until pH 13 was obtained. The reaction mixture was sealed in a thick-walled glass tube and stirred at 70° C. overnight. After adjustment to pH 1 with concentrated hydrochloric acid, the solvent was removed by rotary evaporation prior to addition of water (50 ml) and washing with ... Starting materials: O=C1CCC(=O)N1Br, O=C(OOC(=O)c1ccccc1)c1ccccc1, ClC(Cl)(Cl)Cl, COC(=O)c1ccc(C)cc1F. Yields the product COC(=O)c1ccc(CBr)cc1F. As a reaction SMILES: [Br:13][N:14]1[C:15](=[O:16])[CH2:17][CH2:18][C:19]1=[O:20].[C:21]([O:22][O:23][C:24](=[O:25])[c:26]1[cH:27][cH:28][cH:29][cH:30][cH:31]1)(=[O:32])[c:33]1[cH:34][cH:35][cH:36][cH:37][cH:38]1.[C:39]([Cl:40])([Cl:41])([Cl:42])[Cl:43].[CH3:1][O:2][C:3]([c:4]1[c:5]([F:11])[cH:6][c:7]([CH3:10])[cH:8][cH:9]1)=[O:12]>>[CH3:1][O:2][C:3]([c:4]1[c:5]([F:11])[cH:6][c:7]([CH2:10][Br:13])[cH:8][cH:9]1)=[O:12].